The task is: describe an organic reaction: reactants, conditions, products, and yield. This data is from the Open Reaction Database (ORD), a public repository of structured organic reaction records. The reactants are [Cl-].[NH4+] (ammonium chloride), [Na] (Sodium), C(C)(C)(C)OC(=O)N1CCC(CC1)CC(CSCC1=CC=CC=C1)C(=O)O (4-(3-Benzylsulfanyl-2-carboxy-propyl)-piperidine-1-carboxylic acid tert-butyl ester), N (ammonia). Solvent: C1CCOC1 (THF). Product: C(C)(C)(C)OC(=O)N1CCC(CC1)CC(CS)C(=O)O (4-(2-Carboxy-3-mercapto-propyl)-piperidine-1-carboxylic acid tert-butyl ester). The yield is 100.7%. RXN SMILES: [Na].[C:2]([O:6][C:7]([N:9]1[CH2:14][CH2:13][CH:12]([CH2:15][CH:16]([C:26]([OH:28])=[O:27])[CH2:17][S:18]CC2C=CC=CC=2)[CH2:11][CH2:10]1)=[O:8])([CH3:5])([CH3:4])[CH3:3].N.[Cl-].[NH4+]>C1COCC1>[C:2]([O:6][C:7]([N:9]1[CH2:14][CH2:13][CH:12]([CH2:15][CH:16]([C:26]([OH:28])=[O:27])[CH2:17][SH:18])[CH2:11][CH2:10]1)=[O:8])([CH3:5])([CH3:3])[CH3:4] |f:3.4,^1:0|. Procedure details: Sodium metal (513 mg, 22.5 mmol) was added in portions during 5 min. to a solution of 4-(3-Benzylsulfanyl-2-carboxy-propyl)-piperidine-1-carboxylic acid tert-butyl ester (0.9 g, 2.29 mmol) in THF (45 mL) and liquid ammonia (50 mL) at −60° C. under argon. After stirring for 15 min. ammonium chloride (1.7 g, 31.5 mmol) was added in portions. The cooling bath was removed and the ammonia was evaporated using a stream of argon. 0.5 M NaOH was added and the mixture was washed with heptane. The aqueous...